Dataset: the Open Reaction Database (ORD), a public repository of structured organic reaction records. Task: describe an organic reaction: reactants, conditions, products, and yield Reactants: C(C)(C)(C)OC(=O)N1CCN(CC1)C1=CC=C(C=C1)N (4-(4-Amino-phenyl)-piperazine-1-carboxylic acid tert-butyl ester), C(C)OC(=O)C1=CC2=C(N=C(N=C2)Cl)N=C1N (7-Amino-2-chloro-pyrido[2,3-d]pyrimidine-6-carboxylic acid ethyl ester), CCCCCC.C(C)(=O)OCC (hexane ethyl acetate). Solvent: O1CCOCC1 (dioxane). Yields the product C(C)OC(=O)C1=CC2=C(N=C(N=C2)NC2=CC=C(C=C2)N2CCN(CC2)C(=O)OC(C)(C)C)N=C1N (7-Amino-2-[4-(4-tert-butoxycarbonyl-piperazin-1-yl)-phenylamino]-pyrido[2,3-d]pyrimidine-6-carboxylic acid ethyl ester). Isolated yield 16.0%. As a reaction SMILES: [C:1]([O:5][C:6]([N:8]1[CH2:13][CH2:12][N:11]([C:14]2[CH:19]=[CH:18][C:17]([NH2:20])=[CH:16][CH:15]=2)[CH2:10][CH2:9]1)=[O:7])([CH3:4])([CH3:3])[CH3:2].[CH2:21]([O:23][C:24]([C:26]1[C:36]([NH2:37])=[N:35][C:29]2[N:30]=[C:31](Cl)[N:32]=[CH:33][C:28]=2[CH:27]=1)=[O:25])[CH3:22].CCCCCC.C(OCC)(=O)C>O1CCOCC1>[CH2:21]([O:23][C:24]([C:26]1[C:36]([NH2:37])=[N:35][C:29]2[N:30]=[C:31]([NH:20][C:17]3[CH:16]=[CH:15][C:14]([N:11]4[CH2:12][CH2:13][N:8]([C:6]([O:5][C:1]([CH3:4])([CH3:2])[CH3:3])=[O:7])[CH2:9][CH2:10]4)=[CH:19][CH:18]=3)[N:32]=[CH:33][C:28]=2[CH:27]=1)=[O:25])[CH3:22] |f:2.3|. Procedure details: A solution of the product of Example 12 and the product of Example 129 in dioxane is heated under reflux for 1.5 hours. The reaction is poured into hexane/ethyl acetate (1:1), and the solid is collected. Flash chromatography using dichloromethane as eluant gave 0.08 g (16%) of the product as a solid. Starting materials: O=C(Cl)Cl, CCc1nsc(C(=O)O)c1C(=O)OC, CN(C)C=O, Cc1ccccc1, O=S(Cl)Cl. Yields the product CCc1nsc(C(=O)Cl)c1C(=O)OC. As a reaction SMILES: [C:24]([Cl:25])([Cl:26])=[O:27].[CH2:1]([CH3:2])[c:3]1[n:4][s:5][c:6]([C:12](=[O:13])[OH:14])[c:7]1[C:8](=[O:9])[O:10][CH3:11].[CH3:19][N:20]([CH3:21])[CH:22]=[O:23].[CH3:28][c:29]1[cH:30][cH:31][cH:32][cH:33][cH:34]1.[S:15]([Cl:16])([Cl:17])=[O:18]>>[CH2:1]([CH3:2])[c:3]1[n:4][s:5][c:6]([C:12](=[O:14])[Cl:17])[c:7]1[C:8](=[O:9])[O:10][CH3:11]. Starting materials: O/N=C(\C(C)(C)C)/C1=CC=C(C=C1)C1=CC=C(N1C)C#N (5-{4-[(1E)-N-hydroxy-2,2-dimethylpropanimidoyl]-phenyl}-1-methyl-1H-pyrrole-2-carbonitrile), [H-].[Na+] (sodium hydride), CI (methyl iodide). The solvent is C1CCOC1 (THF). Conditions: time 10 minute. The product is CO/N=C(\C(C)(C)C)/C1=CC=C(C=C1)C1=CC=C(N1C)C#N (5-{4-[(1E)-N-methoxy-2,2-dimethylpropanimidoyl]phenyl}-1-methyl-1H-pyrrole-2-carbonitrile). Yield: 10.4%. Reaction SMILES: [OH:1]/[N:2]=[C:3](/[C:8]1[CH:13]=[CH:12][C:11]([C:14]2[N:18]([CH3:19])[C:17]([C:20]#[N:21])=[CH:16][CH:15]=2)=[CH:10][CH:9]=1)\[C:4]([CH3:7])([CH3:6])[CH3:5].[H-].[Na+].[CH3:24]I>C1COCC1>[CH3:24][O:1]/[N:2]=[C:3](/[C:8]1[CH:13]=[CH:12][C:11]([C:14]2[N:18]([CH3:19])[C:17]([C:20]#[N:21])=[CH:16][CH:15]=2)=[CH:10][CH:9]=1)\[C:4]([CH3:7])([CH3:6])[CH3:5] |f:1.2|. Procedure: To a stirred solution of 5-{4-[(1E)-N-hydroxy-2,2-dimethylpropanimidoyl]-phenyl}-1-methyl-1H-pyrrole-2-carbonitrile (0.212 g, 0.75 mmol) in THF (7 mL) was added sodium hydride (0.03 g, 60% in mineral oil, 0.75 mmol) at 0° C. After the mixture was stirred for 10 minutes, methyl iodide (0.8 mL, 1.28 mmol) was added and the resulting mixture was stirred overnight at room temperature. The reaction mixture was then quenched with a saturated ammonium chloride solution (20 mL), and extracted several ti... Starting materials: Cc1cccc2c(C3=CCNCC3)c[nH]c12, CCO, CS(C)=O, c1cc(OCC2CO2)c2cc[nH]c2c1. Yields the product Cc1cccc2c(C3=CCN(CC(O)COc4cccc5[nH]ccc45)CC3)c[nH]c12. Reaction SMILES: [CH3:15][c:16]1[cH:17][cH:18][cH:19][c:20]2[c:21]([C:25]3=[CH:30][CH2:29][NH:28][CH2:27][CH2:26]3)[cH:22][nH:23][c:24]12.[CH3:31][CH2:32][OH:33].[CH3:34][S:35]([CH3:36])=[O:37].[O:1]1[CH:2]([CH2:4][O:5][c:6]2[c:7]3[cH:8][cH:9][nH:10][c:11]3[cH:12][cH:13][cH:14]2)[CH2:3]1>>[OH:1][CH:2]([CH2:3][N:28]1[CH2:27][CH2:26][C:25]([c:21]2[c:20]3[cH:19][cH:18][cH:17][c:16]([CH3:15])[c:24]3[nH:23][cH:22]2)=[CH:30][CH2:29]1)[CH2:4][O:5][c:6]1[c:7]2[cH:8][cH:9][nH:10][c:11]2[cH:12][cH:13][cH:14]1.